Dataset: the Open Reaction Database (ORD), a public repository of structured organic reaction records. Task: describe an organic reaction: reactants, conditions, products, and yield Starting materials: OC1=CC=C(C(=O)OC)C=C1 (methyl 4-hydroxybenzoate), O1CCCC=C1 (3,4-dihydro-2H-pyran). Reagents/catalysts: S(O)(O)(=O)=O (sulfuric acid). The product is O1C(CCCC1)OC1=CC=C(C(=O)OC)C=C1 (methyl 4-(2-tetrahydropyranyloxy)benzoate). As a reaction SMILES: [OH:1][C:2]1[CH:11]=[CH:10][C:5]([C:6]([O:8][CH3:9])=[O:7])=[CH:4][CH:3]=1.[O:12]1[CH:17]=[CH:16][CH2:15][CH2:14][CH2:13]1>S(=O)(=O)(O)O>[O:12]1[CH2:17][CH2:16][CH2:15][CH2:14][CH:13]1[O:1][C:2]1[CH:3]=[CH:4][C:5]([C:6]([O:8][CH3:9])=[O:7])=[CH:10][CH:11]=1. Reported procedure: To a solution of 0.64 mL (2 mmol) of 1-(2-trimethylsiloxyethoxy)-1-trimethylsiloxy-2-methyl-1-propene, 0.55 mL of tetrabutylammonium biacetate (0.04 M in THF), and 0.06 mL of bis(dimethylamino)methylsilane in 40 mL of THF was added dropwise a solution of 20 g (72.5 mmol) of 4-tetrahydropyranyloxybenzyl methacrylate (purified by passing over a column of basic alumina in hexane solution, followed by evaporation of the hexane under reduced pressure) in 30 mL of THF. When the exothermic polymerizati... Reactants: OCCBr, O=C([O-])[O-], CSCCc1nc(N2CCc3ccccc3CC2)c(C#N)c(=O)[nH]1, CN(C)C=O, [K+], [K+]. Product: CSCCc1nc(N2CCc3ccccc3CC2)c(C#N)c(=O)n1CCO. Reaction SMILES: [Br:25][CH2:26][CH2:27][OH:28].[C:29](=[O:30])([O-:31])[O-:32].[CH3:1][S:2][CH2:3][CH2:4][c:5]1[nH:6][c:7](=[O:24])[c:8]([C:22]#[N:23])[c:9]([N:11]2[CH2:12][CH2:13][c:14]3[c:15]([cH:18][cH:19][cH:20][cH:21]3)[CH2:16][CH2:17]2)[n:10]1.[CH3:35][N:36]([CH3:37])[CH:38]=[O:39].[K+:33].[K+:34]>>[CH3:1][S:2][CH2:3][CH2:4][c:5]1[n:6]([CH2:26][CH2:27][OH:28])[c:7](=[O:24])[c:8]([C:22]#[N:23])[c:9]([N:11]2[CH2:12][CH2:13][c:14]3[c:15]([cH:18][cH:19][cH:20][cH:21]3)[CH2:16][CH2:17]2)[n:10]1. Starting materials: O1CCCC=C1 (3,4-dihydro-2H-pyran), OC1=C(C=C(C(=C1C)C)O)C(C)=O (1-(2,5-dihydroxy-3,4-dimethyl-phenyl)-ethanone), C1(=CC=C(C=C1)S(=O)(=O)[O-])C.[NH+]1=CC=CC=C1 (pyridinium p-toluenesulfonate). Solvent: ClCCl (dichloromethane). Reaction conditions: time 4 hour. The product is OC1=C(C=C(C(=C1C)C)OC1OCCCC1)C(C)=O (1-[2-hydroxy-3,4-dimethyl-5-(tetrahydro-pyran-2-yloxy)-phenyl]-ethanone). Reaction SMILES: [OH:1][C:2]1[C:7]([CH3:8])=[C:6]([CH3:9])[C:5]([OH:10])=[CH:4][C:3]=1[C:11](=[O:13])[CH3:12].[O:14]1[CH:19]=[CH:18][CH2:17][CH2:16][CH2:15]1.C1(C)C=CC(S([O-])(=O)=O)=CC=1.[NH+]1C=CC=CC=1>ClCCl>[OH:1][C:2]1[C:7]([CH3:8])=[C:6]([CH3:9])[C:5]([O:10][CH:15]2[CH2:16][CH2:17][CH2:18][CH2:19][O:14]2)=[CH:4][C:3]=1[C:11](=[O:13])[CH3:12] |f:2.3|. Procedure details: 1-(2,5-Dihydroxy-3,4-dimethyl-phenyl)-ethanone of Step 3 (275 mg) was dissolved in dichloromethane (20 mL) and 3,4-dihydro-2H-pyran (0.2 mL) was added followed by pyridinium p-toluenesulfonate (PPTS) (30 mg). The mixture was stirred at room temperature for 4 h. The mixture was dried over MgSO4 and purified on silica gel column eluting with 30% EtOAc in hexane to give 397 mg of 1-[2-hydroxy-3,4-dimethyl-5-(tetrahydro-pyran-2-yloxy)-phenyl]-ethanone as a yellow solid. Starting materials: Cl, O=C(O)C(Cc1ccccc1)NS(=O)(=O)c1ccc(F)cc1, c1ccc(C2CCNCC2)cc1. The product is O=C(O)C(Cc1ccccc1)NS(=O)(=O)c1ccc(N2CCC(c3ccccc3)CC2)cc1. As a reaction SMILES: [ClH:23].[F:1][c:2]1[cH:3][cH:4][c:5]([S:8](=[O:9])(=[O:10])[NH:11][CH:12]([C:13](=[O:14])[OH:15])[CH2:16][c:17]2[cH:18][cH:19][cH:20][cH:21][cH:22]2)[cH:6][cH:7]1.[c:24]1([CH:30]2[CH2:31][CH2:32][NH:33][CH2:34][CH2:35]2)[cH:25][cH:26][cH:27][cH:28][cH:29]1>>[c:2]1([N:33]2[CH2:32][CH2:31][CH:30]([c:24]3[cH:25][cH:26][cH:27][cH:28][cH:29]3)[CH2:35][CH2:34]2)[cH:3][cH:4][c:5]([S:8](=[O:9])(=[O:10])[NH:11][CH:12]([C:13](=[O:14])[OH:15])[CH2:16][c:17]2[cH:18][cH:19][cH:20][cH:21][cH:22]2)[cH:6][cH:7]1. Reactants: C(C)(C)(C)OC(N[C@H]1CN(CCC1)C1=C2C(=NC(=C1)C)N(C(N2CC2=C(C=CC=C2)C#N)=O)CC2=C(C=C(C=C2)OC)OC)=O ((R)-1-[1-(2-cyanobenzyl)-3-(2,4-dimethoxybenzyl)-5-methyl-2-oxo-2,3-dihydro-1H-imidazo[4,5-b]pyridin-7-yl]piperidine-3-carbamic acid tert-butyl ester). Solvent: C1(=CC=CC=C1)OC (anisole), FC(C(=O)O)(F)F (trifluoroacetic acid). Yields the product N[C@H]1CN(CCC1)C1=C2C(=NC(=C1)C)NC(N2CC2=C(C#N)C=CC=C2)=O ((R)-2-[[7-(3-aminopiperidin-1-yl)-5-methyl-2-oxo-2,3-dihydro-1H-imidazo[4,5-b]pyridin-1-yl]methyl]benzonitrile). Isolated yield 54.6%. RXN SMILES: C(OC(=O)[NH:7][C@@H:8]1[CH2:13][CH2:12][CH2:11][N:10]([C:14]2[CH:19]=[C:18]([CH3:20])[N:17]=[C:16]3[N:21](CC4C=CC(OC)=CC=4OC)[C:22](=[O:33])[N:23]([CH2:24][C:25]4[CH:30]=[CH:29][CH:28]=[CH:27][C:26]=4[C:31]#[N:32])[C:15]=23)[CH2:9]1)(C)(C)C>C1(OC)C=CC=CC=1.FC(F)(F)C(O)=O>[NH2:7][C@@H:8]1[CH2:13][CH2:12][CH2:11][N:10]([C:14]2[CH:19]=[C:18]([CH3:20])[N:17]=[C:16]3[NH:21][C:22](=[O:33])[N:23]([CH2:24][C:25]4[CH:30]=[CH:29][CH:28]=[CH:27][C:26]=4[C:31]#[N:32])[C:15]=23)[CH2:9]1. Procedure: 1.24 g (R)-1-[1-(2-cyanobenzyl)-3-(2,4-dimethoxybenzyl)-5-methyl-2-oxo-2,3-dihydro-1H-imidazo[4,5-b]pyridin-7-yl]piperidine-3-carbamic acid tert-butyl ester (2.02 mmol) was dissolved in 8 mL anisole, to which 1.5 mL trifluoroacetic acid was added, and reacted for 24 h at 90° C. The reaction solution was evaporated to dryness. The residue was dissolved in a small amount of water, and washed with ethyl acetate. The aqueous phase was adjusted to basic with saturated sodium carbonate solution, and e... Starting materials: CO (methanol), ClC1=CC=C(C=C1)C1=C(C(=NN1C1=C(C=C(C=C1)Cl)Cl)C(=O)O)C (5-(4-Chloro-phenyl)-1-(2,4-dichloro-phenyl)-4-methyl-1H-pyrazole-3-carboxylic acid), solution, B (borane). Run in C1CCOC1 (THF), C1CCOC1 (THF). Yields the product ClC1=CC=C(C=C1)C1=C(C(=NN1C1=C(C=C(C=C1)Cl)Cl)CO)C ([5-(4-Chloro-phenyl)-1-(2,4-dichloro-phenyl)-4-methyl-1H-pyrazol-3-yl]-methanol). As a reaction SMILES: [Cl:1][C:2]1[CH:7]=[CH:6][C:5]([C:8]2[N:12]([C:13]3[CH:18]=[CH:17][C:16]([Cl:19])=[CH:15][C:14]=3[Cl:20])[N:11]=[C:10]([C:21](O)=[O:22])[C:9]=2[CH3:24])=[CH:4][CH:3]=1.B.CO>C1COCC1>[Cl:1][C:2]1[CH:3]=[CH:4][C:5]([C:8]2[N:12]([C:13]3[CH:18]=[CH:17][C:16]([Cl:19])=[CH:15][C:14]=3[Cl:20])[N:11]=[C:10]([CH2:21][OH:22])[C:9]=2[CH3:24])=[CH:6][CH:7]=1. Procedure: To a solution of 5 g of 5-(4-Chloro-phenyl)-1-(2,4-dichloro-phenyl)-4-methyl-1H-pyrazole-3-carboxylic acid in 130 ml of THF, were added dropwise 40 ml of a 1M solution of borane in THF at room temperature. Then the reaction mixture was heated to reflux for 10 h. The reaction mixture was cooled to room temperature and 20 ml of methanol were carefully added. The solvents were removed under reduced pressure and the residue was dissolved in ethyl acetate. The organic layer was washed with 1 M hydroc... Reactants: CC(C)c1ccccc1N, CC(=O)[O-], CC(=O)CC(C)=O, CCO, [K+], O=N[O-], [Na+], O, O=[N+]([O-])O, O=P(O)(O)O. Product: CC(=O)C(=NNc1ccccc1C(C)C)C(C)=O. As a reaction SMILES: [CH3:1][CH:2]([CH3:3])[c:4]1[c:5]([NH2:6])[cH:7][cH:8][cH:9][cH:10]1.[CH3:25][C:26](=[O:27])[O-:28].[CH3:29][C:30](=[O:31])[CH2:32][C:33]([CH3:34])=[O:35].[CH3:37][CH2:38][OH:39].[K+:24].[N:20]([O-:21])=[O:22].[Na+:23].[OH2:36].[OH:16][N+:17](=[O:18])[O-:19].[P:11](=[O:12])([OH:13])([OH:14])[OH:15]>>[CH3:1][CH:2]([CH3:3])[c:4]1[c:5]([NH:6][N:20]=[C:32]([C:30]([CH3:29])=[O:31])[C:33]([CH3:34])=[O:35])[cH:7][cH:8][cH:9][cH:10]1. The reactants are COc1c(C(=O)O)ccc(C(F)(F)F)c1S(C)=O, Cc1cccnc1, CC1CCCCC1, CCOC(C)=O, O, Cn1nccc1O, O=S(Cl)Cl. Product: COc1c(C(=O)c2cnn(C)c2O)ccc(C(F)(F)F)c1S(C)=O. Reaction SMILES: [CH3:1][O:2][c:3]1[c:4]([C:5](=[O:6])[OH:7])[cH:8][cH:9][c:10]([C:15]([F:16])([F:17])[F:18])[c:11]1[S:12](=[O:13])[CH3:14].[CH3:26][c:27]1[cH:28][n:29][cH:30][cH:31][cH:32]1.[CH3:37][CH:38]1[CH2:39][CH2:40][CH2:41][CH2:42][CH2:43]1.[CH3:44][CH2:45][O:46][C:47](=[O:48])[CH3:49].[OH2:50].[OH:19][c:20]1[n:21]([CH3:25])[n:22][cH:23][cH:24]1.[S:33]([Cl:34])([Cl:35])=[O:36]>>[CH3:1][O:2][c:3]1[c:4]([C:5](=[O:7])[c:24]2[c:20]([OH:19])[n:21]([CH3:25])[n:22][cH:23]2)[cH:8][cH:9][c:10]([C:15]([F:16])([F:17])[F:18])[c:11]1[S:12](=[O:13])[CH3:14]. Starting materials: CN(C=O)C (N,N-dimethylformamide), ClC=1C=C(N)C=CC1Cl (3,4-dichloroaniline), C(=C)S(=O)(=O)F (ethenesulfonyl fluoride). The solvent is O (water). Product: ClC=1C=C(C=CC1Cl)NCCS(=O)(=O)F (2-[(3,4-dichlorophenyl)amino]ethanesulfonyl fluoride). RXN SMILES: CN(C)C=O.[Cl:6][C:7]1[CH:8]=[C:9]([CH:11]=[CH:12][C:13]=1[Cl:14])[NH2:10].[CH:15]([S:17]([F:20])(=[O:19])=[O:18])=[CH2:16]>O>[Cl:6][C:7]1[CH:8]=[C:9]([NH:10][CH2:16][CH2:15][S:17]([F:20])(=[O:19])=[O:18])[CH:11]=[CH:12][C:13]=1[Cl:14]. Reported procedure: A N,N-dimethylformamide solution (DMF, 100 ml) of 3,4-dichloroaniline (6.48 g, 40 mmol) and ethenesulfonyl fluoride (6.7 g, 57.9 mmol) was warmed to 110° C. for three hours. The cooled dark solution was diluted to 400 ml with water and the resulting dark oily precipate was decanted from the supernatant layer. This layer was extracted with ether (4×50 ml). The combined ether extracts were added to the oily precipitate and this dark solution was washed with brine and dried over MgSO4. The organic ...